The task is: describe an organic reaction: reactants, conditions, products, and yield. This data is from the Open Reaction Database (ORD), a public repository of structured organic reaction records. Yields the product Cc1ccc(CO)nc1-c1ccccn1. RXN SMILES: [CH3:1][c:2]1[c:3](-[c:13]2[n:14][cH:15][cH:16][cH:17][cH:18]2)[n:4][c:5]([CH2:8][O:9][C:10](=[O:11])[CH3:12])[cH:6][cH:7]1.[CH3:22][CH2:23][OH:24].[ClH:19].[Na+:21].[OH-:20]>>[CH3:1][c:2]1[c:3](-[c:13]2[n:14][cH:15][cH:16][cH:17][cH:18]2)[n:4][c:5]([CH2:8][OH:9])[cH:6][cH:7]1. The reactants are CC(=O)OCc1ccc(C)c(-c2ccccn2)n1, CCO, Cl, [Na+], [OH-].